From a dataset of the Open Reaction Database (ORD), a public repository of structured organic reaction records. describe an organic reaction: reactants, conditions, products, and yield Reactants: [OH-].[Na+] (sodium hydroxide), FCCCCC(CC(=O)OCC)=O (Ethyl 7-fluoro-3-oxoheptanoate), N(=[N+]=[N-])C1=CC=C(C(=O)NCC)C=C1 (4-azido-N-ethylbenzamide), [O-]CC.[Na+] (sodium ethoxide). Solvent: C(C)O (ethanol), O (Water), C(C)O (ethanol). Reaction conditions: time 30 minute. Product: C(C)NC(=O)C1=CC=C(C=C1)N1N=NC(=C1CCCCF)C(=O)O (1-{4-[(ethylamino)carbonyl]phenyl}-5-(4-fluorobutyl)-1H-1,2,3-triazole-4-carboxylic acid). Isolated yield 90.8%. As a reaction SMILES: [F:1][CH2:2][CH2:3][CH2:4][CH2:5][C:6](=O)[CH2:7][C:8]([O:10]CC)=[O:9].[N:14]([C:17]1[CH:27]=[CH:26][C:20]([C:21]([NH:23][CH2:24][CH3:25])=[O:22])=[CH:19][CH:18]=1)=[N+:15]=[N-:16].[O-]CC.[Na+].[OH-].[Na+]>C(O)C.O>[CH2:24]([NH:23][C:21]([C:20]1[CH:26]=[CH:27][C:17]([N:14]2[C:6]([CH2:5][CH2:4][CH2:3][CH2:2][F:1])=[C:7]([C:8]([OH:10])=[O:9])[N:16]=[N:15]2)=[CH:18][CH:19]=1)=[O:22])[CH3:25] |f:2.3,4.5|. Procedure: Ethyl 7-fluoro-3-oxoheptanoate (0.920 g, 4.84 mmol, 1.17 eq.) obtained in Example 108a) and 4-azido-N-ethylbenzamide (0.790 g, 4.15 mmol) were dissolved in ethanol (25 ml), sodium ethoxide (366 mg, 4.84 mmol, 1.17 eq.) was added, and the mixture was stirred at room temperature for 30 min, and then at 60° C. for 11 hr. 1N Aqueous sodium hydroxide solution (4.15 ml, 1.0 eq.) was added to the reaction mixture and the mixture was further stirred for 1 hr. Water (20 ml) was added to the reaction mixt... The reactants are C(C)SCC(C)(OC)C=1N(C2=CC(=C(C=C2C1)[N+](=O)[O-])C(F)(F)F)S(=O)(=O)C (2-(2-ethylsulfanyl-1-methoxy-1-methyl-ethyl)-1-methanesulfonyl-5-nitro-6-trifluoromethyl-1H-indole), [OH-].[Na+] (sodium hydroxide). Yields the product C(C)SCC(C)(OC)C=1NC2=CC(=C(C=C2C1)[N+](=O)[O-])C(F)(F)F (2-(2-Ethylsulfanyl-1-methoxy-1-methyl-ethyl)-5-nitro-6-trifluoromethyl-1H-indole). RXN SMILES: [CH2:1]([S:3][CH2:4][C:5]([C:9]1[N:10](S(C)(=O)=O)[C:11]2[C:16]([CH:17]=1)=[CH:15][C:14]([N+:18]([O-:20])=[O:19])=[C:13]([C:21]([F:24])([F:23])[F:22])[CH:12]=2)([O:7][CH3:8])[CH3:6])[CH3:2].[OH-].[Na+]>>[CH2:1]([S:3][CH2:4][C:5]([C:9]1[NH:10][C:11]2[C:16]([CH:17]=1)=[CH:15][C:14]([N+:18]([O-:20])=[O:19])=[C:13]([C:21]([F:23])([F:22])[F:24])[CH:12]=2)([O:7][CH3:8])[CH3:6])[CH3:2] |f:1.2|. Procedure details: This compound was prepared using the general de-protection procedure, as described in General Procedures Example. The starting material used was 2-(2-ethylsulfanyl-1-methoxy-1-methyl-ethyl)-1-methanesulfonyl-5-nitro-6-trifluoromethyl-1H-indole (0.17 g, 0.39 mmol). The base used was 4N sodium hydroxide (0.19 mL, 0.77 mmol). The title compound was obtained as a yellow solid. Starting materials: O=O (oxygen), Br.BrCC1=NC=CC=C1 (2-(bromomethyl)pyridine hydrobromide), C(C)OC(S)=S (O-ethyldithiocarbonic acid), [K] (potassium), [OH-].[Na+] (sodium hydroxide). Solvent: C(C)O (ethanol). Product: C(OCC)(=S)SCC1=NC=CC=C1 (Carbonodithioic Acid, O-ethyl S-(2-pyridinylmethyl) Ester). RXN SMILES: Br.Br[CH2:3][C:4]1[CH:9]=[CH:8][CH:7]=[CH:6][N:5]=1.[CH2:10]([O:12][C:13](=[S:15])[SH:14])[CH3:11].[K].O=O.[OH-].[Na+]>C(O)C>[C:13]([S:15][CH2:3][C:4]1[CH:9]=[CH:8][CH:7]=[CH:6][N:5]=1)(=[S:14])[O:12][CH2:10][CH3:11] |f:0.1,5.6,^1:15|. Reported procedure: 1.00 g (3.9 mmol) of 2-(bromomethyl)pyridine hydrobromide and 0.36 g (3.9 mmol) of O-ethyldithiocarbonic acid, potassium salt were combined in a 50 ml round bottom flask with 20 ml of 100% ethanol. The reaction vessel was sealed with a rubber septum and oxygen was removed by several freeze-pump-thaw cycles. The reaction mixture was then warmed to room temperature and allowed to stir under positive nitrogen pressure. A white precipitate was observed after the first few minutes of the reaction. Th... Starting materials: O=C([O-])[O-], CN(C)C=O, [Cl-], C#CCOc1cc(Cl)ncn1, Oc1c(F)cccc1F, [K+], [K+], [NH4+]. Product: C#CCOc1cc(Oc2c(F)cccc2F)ncn1. RXN SMILES: [C:12](=[O:13])([O-:14])[O-:15].[CH3:29][N:30]([CH3:31])[CH:32]=[O:33].[Cl-:27].[Cl:1][c:2]1[n:3][cH:4][n:5][c:6]([O:8][CH2:9][C:10]#[CH:11])[cH:7]1.[F:18][c:19]1[c:20]([OH:26])[c:21]([F:25])[cH:22][cH:23][cH:24]1.[K+:16].[K+:17].[NH4+:28]>>[c:2]1([O:26][c:20]2[c:19]([F:18])[cH:24][cH:23][cH:22][c:21]2[F:25])[n:3][cH:4][n:5][c:6]([O:8][CH2:9][C:10]#[CH:11])[cH:7]1.